This data is from the Open Reaction Database (ORD), a public repository of structured organic reaction records. The task is: describe an organic reaction: reactants, conditions, products, and yield The reactants are Cc1ccccc1, O=C1OC(=O)C2CCCCC12, OCc1ccccc1. Yields the product O=C(O)C1CCCCC1C(=O)OCc1ccccc1. As a reaction SMILES: [CH3:20][c:21]1[cH:22][cH:23][cH:24][cH:25][cH:26]1.[CH:1]12[CH:2]([CH2:3][CH2:4][CH2:5][CH2:6]1)[C:7](=[O:8])[O:9][C:10]2=[O:11].[OH:12][CH2:13][c:14]1[cH:15][cH:16][cH:17][cH:18][cH:19]1>>[CH:1]1([C:10]([OH:9])=[O:11])[CH:2]([C:7](=[O:8])[O:12][CH2:13][c:14]2[cH:15][cH:16][cH:17][cH:18][cH:19]2)[CH2:3][CH2:4][CH2:5][CH2:6]1. Starting materials: OC1(C=CC(C=C1)=O)C(F)(F)F (4-hydroxy-4-trifluoromethyl-2,5-cyclohexadien-1-one), [H][H] (hydrogen). Reagents/catalysts: [Pd] (palladium on carbon). Solvent: C(C)O (ethanol). The product is OC1(CCC(CC1)=O)C(F)(F)F (4-Hydroxy-4-trifluoromethylcyclohexanone). As a reaction SMILES: [OH:1][C:2]1([C:9]([F:12])([F:11])[F:10])[CH:7]=[CH:6][C:5](=[O:8])[CH:4]=[CH:3]1.[H][H]>C(O)C.[Pd]>[OH:1][C:2]1([C:9]([F:10])([F:11])[F:12])[CH2:3][CH2:4][C:5](=[O:8])[CH2:6][CH2:7]1. Procedure: A solution of 100 mg of 4-hydroxy-4-trifluoromethyl-2,5-cyclohexadien-1-one in 1 mL of absolute ethanol was treated with a few mg of 5% palladium on carbon, hydrogenated in a Parr shaker for one hour under 50 psig of hydrogen, and filtered. Gas chromatographic/mass spectral analysis indicated that the major component of the filtrate was 4-hydroxy-4-trifluoromethylcyclohexanone: mass spectrum (70 eV) m/z (relative intensity) 182 (11, M+), 55 (100), 42 (40).